From a dataset of the Open Reaction Database (ORD), a public repository of structured organic reaction records. describe an organic reaction: reactants, conditions, products, and yield The reactants are Cl (hydrogen chloride), Cl (hydrochloric acid), Cl.OC(COC1=C(C=C(C=C1)N)NC(C)=O)C (2-acetylamino-4-aminophenyl β-hydroxypropyl ether monohydrochloride). Run in C(C)O (ethanol). Yields the product Cl.Cl.OC(COC1=C(C=C(C=C1)N)N)C (2,4-diaminophenyl β-hydroxypropyl ether dihydrochloride). RXN SMILES: [ClH:1].[OH:2][CH:3]([CH3:17])[CH2:4][O:5][C:6]1[CH:11]=[CH:10][C:9]([NH2:12])=[CH:8][C:7]=1[NH:13]C(=O)C.Cl>C(O)C>[ClH:1].[ClH:1].[OH:2][CH:3]([CH3:17])[CH2:4][O:5][C:6]1[CH:11]=[CH:10][C:9]([NH2:12])=[CH:8][C:7]=1[NH2:13] |f:0.1,4.5.6|. Procedure details: 0.109 mol (28.4 g) of 2-acetylamino-4-aminophenyl β-hydroxypropyl ether monohydrochloride is dissolved, under reflux, in a mixture of 80 ml of ethanol saturated with hydrogen chloride and 25 ml of 36% strength hydrochloric acid. The reaction mixture is heated under reflux for 11/2 hours. On cooling, the expected product precipitates in the form of the dihydrochloride. The product is filtered off, washed with a small amount of absolute alcohol and dried in vacuo at 50° C. It melts with decomposit... As a reaction SMILES: [CH3:1][O:2][C:3]1[CH:8]=[CH:7][CH:6]=[C:5]([O:9][CH3:10])[N:4]=1.[Li]CCCC.[C:16]([O:20][C:21]([N:23]1[CH2:28][CH2:27][C:26](=[C:29](Br)[C:30]2[CH:35]=[CH:34][CH:33]=[CH:32][CH:31]=2)[CH2:25][CH2:24]1)=[O:22])([CH3:19])([CH3:18])[CH3:17]>C1COCC1.[Br-].[Zn+2].[Br-].C1C=CC([P]([Pd]([P](C2C=CC=CC=2)(C2C=CC=CC=2)C2C=CC=CC=2)([P](C2C=CC=CC=2)(C2C=CC=CC=2)C2C=CC=CC=2)[P](C2C=CC=CC=2)(C2C=CC=CC=2)C2C=CC=CC=2)(C2C=CC=CC=2)C2C=CC=CC=2)=CC=1>[C:16]([O:20][C:21]([N:23]1[CH2:24][CH2:25][C:26](=[C:29]([C:30]2[CH:31]=[CH:32][CH:33]=[CH:34][CH:35]=2)[C:8]2[C:3]([O:2][CH3:1])=[N:4][C:5]([O:9][CH3:10])=[CH:6][CH:7]=2)[CH2:27][CH2:28]1)=[O:22])([CH3:19])([CH3:17])[CH3:18] |f:4.5.6,^1:48,50,69,88|. Isolated yield 47.6%. Starting materials: C(C)(C)(C)OC(=O)N1CCC(CC1)=C(C1=CC=CC=C1)Br (4-(1-bromo-1-phenyl-methylene)-piperidine-1-carboxylic acid tert-butyl ester), COC1=NC(=CC=C1)OC (2,6-dimethoxypyridine), [Li]CCCC (n-BuLi). Conditions: temperature 10 celsius, time 30 minute. Product: C(C)(C)(C)OC(=O)N1CCC(CC1)=C(C=1C(=NC(=CC1)OC)OC)C1=CC=CC=C1 (4-(1-Phenyl-1-(2,6-dimethoxypyridin-3-yl)-methylene)-piperidine-1-carboxylic Acid Tert-Butyl Ester). Reagents/catalysts: C=1C=CC(=CC1)[P](C=2C=CC=CC2)(C=3C=CC=CC3)[Pd]([P](C=4C=CC=CC4)(C=5C=CC=CC5)C=6C=CC=CC6)([P](C=7C=CC=CC7)(C=8C=CC=CC8)C=9C=CC=CC9)[P](C=1C=CC=CC1)(C=1C=CC=CC1)C=1C=CC=CC1 (Pd(PPh3)4), [Br-].[Zn+2].[Br-] (zinc bromide). The solvent is C1CCOC1 (THF), C1CCOC1 (THF). Reported procedure: To a solution of 2,6-dimethoxypyridine (0.211 g, 1.51 mmol) in dry THF (7 mL) at −78° C. under Ar was added n-BuLi (1.53 M in hexanes, 1.18 mL, 1.81 mmol) dropwise. After the addition, the mixture was stirred at 10° C. for 30 minutes and then it was re-cooled to −78° C. To this mixture was added a solution of (previously fused in vacuo) zinc bromide (0.407 g, 1.81 mmol) in THF (2 mL) and the reaction mixture was allowed to warm to ambient temperature. The resulting mixture was cannulated into a ...